Dataset: the Open Reaction Database (ORD), a public repository of structured organic reaction records. Task: describe an organic reaction: reactants, conditions, products, and yield The reactants are OC1=C(C=O)C=C(C=C1)[N+](=O)[O-] (2-hydroxy-5-nitrobenzaldehyde), COCCOCOCl (2-methoxyethoxymethoxyl chloride), COC=1C=C(CC#N)C=CC1OC (3,4-dimethoxybenzyl cyanide). The product is COC=1C=C(C=CC1OC)/C(/C#N)=C/C1=C(C=CC(=C1)[N+](=O)[O-])OCOCCOC ((Z)-2-(3,4-dimethoxy-phenyl)-3-[2-(2-methoxy-ethoxymethoxy)-5-nitro-phenyl]-acrylonitrile). Isolated yield 39.9%. Reaction SMILES: [OH:1][C:2]1[CH:9]=[CH:8][C:7]([N+:10]([O-:12])=[O:11])=[CH:6][C:3]=1[CH:4]=O.[CH3:13][O:14][CH2:15][CH2:16][O:17][CH2:18]OCl.[CH3:21][O:22][C:23]1[CH:24]=[C:25]([CH:29]=[CH:30][C:31]=1[O:32][CH3:33])[CH2:26][C:27]#[N:28]>>[CH3:21][O:22][C:23]1[CH:24]=[C:25](/[C:26](=[CH:4]/[C:3]2[CH:6]=[C:7]([N+:10]([O-:12])=[O:11])[CH:8]=[CH:9][C:2]=2[O:1][CH2:18][O:17][CH2:16][CH2:15][O:14][CH3:13])/[C:27]#[N:28])[CH:29]=[CH:30][C:31]=1[O:32][CH3:33]. Procedure: The hydroxyl group of 2-hydroxy-5-nitrobenzaldehyde (1.00 g) was protected by use of 2-methoxyethoxymethoxyl chloride (0.75 g) in accordance with (production process 1), to thereby produce an MEM form (1.10 g, yield: 65%). The resultant MEM form (510 mg) and 3,4-dimethoxybenzyl cyanide (354 mg) were subjected to condensation in accordance with process B of (production process 2), to thereby produce (Z)-2-(3,4-dimethoxy-phenyl)-3-[2-(2-methoxy-ethoxymethoxy)-5-nitro-phenyl]-acrylonitrile (330 mg,... Starting materials: O=C(c1ccc(Cl)cc1)c1cccnc1, [K+], [NH4+], O=[N+]([O-])[O-], [OH-], O=S(=O)(O)O. The product is O=C(c1cccnc1)c1ccc(Cl)c([N+](=O)[O-])c1. RXN SMILES: [Cl:6][c:7]1[cH:8][cH:9][c:10]([C:11](=[O:12])[c:13]2[cH:14][n:15][cH:16][cH:17][cH:18]2)[cH:19][cH:20]1.[K+:1].[NH4+:26].[O-:2][N+:3]([O-:4])=[O:5].[OH-:27].[S:21](=[O:22])(=[O:23])([OH:24])[OH:25]>>[O-:2][N+:3](=[O:5])[c:8]1[c:7]([Cl:6])[cH:20][cH:19][c:10]([C:11](=[O:12])[c:13]2[cH:14][n:15][cH:16][cH:17][cH:18]2)[cH:9]1.